Task: describe an organic reaction: reactants, conditions, products, and yield. Dataset: the Open Reaction Database (ORD), a public repository of structured organic reaction records The reactants are C1(=CC=C(C=C1)C[C@H](C[C@H](C(=O)O)C)NC(=O)OC(C)(C)C)C1=CC=CC=C1 ((2R,4S)-5-Biphenyl-4-yl-4-tert-butoxycarbonylamino-2-methylpentanoic acid), 1-a, C(C)(C)N(CC)C(C)C (Diisopropylethylamine). Run in C(C)O (ethanol). Run at time 30 minute. The product is C(C)(C)[NH+](CC)C(C)C.C1(=CC=C(C=C1)C[C@H](C[C@H](C(=O)[O-])C)NC(=O)OC(C)(C)C)C1=CC=CC=C1 ((2R,4S)-5-biphenyl-4-yl-4-tert-butoxycarbonylamino-2-methylpentanoic acid diisopropylethylammonium salt), 1-a. RXN SMILES: [C:1]1([C:23]2[CH:28]=[CH:27][CH:26]=[CH:25][CH:24]=2)[CH:6]=[CH:5][C:4]([CH2:7][C@@H:8]([NH:15][C:16]([O:18][C:19]([CH3:22])([CH3:21])[CH3:20])=[O:17])[CH2:9][C@@H:10]([CH3:14])[C:11]([OH:13])=[O:12])=[CH:3][CH:2]=1.[CH:29]([N:32]([CH:35]([CH3:37])[CH3:36])[CH2:33][CH3:34])([CH3:31])[CH3:30]>C(O)C>[CH:29]([NH+:32]([CH:35]([CH3:37])[CH3:36])[CH2:33][CH3:34])([CH3:31])[CH3:30].[C:1]1([C:23]2[CH:24]=[CH:25][CH:26]=[CH:27][CH:28]=2)[CH:2]=[CH:3][C:4]([CH2:7][C@@H:8]([NH:15][C:16]([O:18][C:19]([CH3:22])([CH3:20])[CH3:21])=[O:17])[CH2:9][C@@H:10]([CH3:14])[C:11]([O-:13])=[O:12])=[CH:5][CH:6]=1 |f:3.4|. Reported procedure: 1 g (2R,4S)-5-Biphenyl-4-yl-4-tert-butoxycarbonylamino-2-methylpentanoic acid (1-a, R1=Boc, R2=H, R3=CO2H) is added to ethanol (10 ml). Diisopropylethylamine (0.454 ml) is then added and the mixture is stirred at room temperature for 30 minutes. The mixture is then concentrated in vacuo to afford (2R,4S)-5-biphenyl-4-yl-4-tert-butoxycarbonylamino-2-methylpentanoic acid diisopropylethylammonium salt (1-a, R1=Boc, R2=H, R3=CO2−[NHiPr2Et]+). 1H NMR (DMSO-d6): 0.95-0.98 (15H), 1.04 (3H), 1.32 (9H), ... Reactants: CCCCCCCCBr, CN(C)C=O, CCOC(C)=O, [H-], O=[N+]([O-])c1cc[nH]n1, [Na+]. RXN SMILES: [Br:11][CH2:12][CH2:13][CH2:14][CH2:15][CH2:16][CH2:17][CH2:18][CH3:19].[CH3:20][N:21]([CH3:22])[CH:23]=[O:24].[CH3:25][CH2:26][O:27][C:28](=[O:29])[CH3:30].[H-:9].[N+:1](=[O:2])([O-:3])[c:4]1[n:5][nH:6][cH:7][cH:8]1.[Na+:10]>>[N+:1](=[O:2])([O-:3])[c:4]1[n:5][n:6]([CH2:12][CH2:13][CH2:14][CH2:15][CH2:16][CH2:17][CH2:18][CH3:19])[cH:7][cH:8]1. Product: CCCCCCCCn1ccc([N+](=O)[O-])n1. Starting materials: [Si](C)(C)(C(C)(C)C)OC[C@H](CC)NC(=O)C=1N=C(SC1)N1CC(C1)SC=1[C@@H]([C@H]2N(C1C(=O)OCC1=CC=C(C=C1)[N+](=O)[O-])C([C@@H]2[C@@H](C)O)=O)C (p-nitrobenzyl (1R,5S,6S)-2-(1-{4-[(1S)-1-(t-butyldimethylsilyloxymethyl)-propylcarbamoyl]-1,3-thiazol-2-yl}azetidin-3-yl)thio-6-[(R)-1-hydroxyethyl]-1-methylcarbapen-2-em-3-carboxylate), C(C)(=O)O (acetic acid), [F-].C(CCC)[N+](CCCC)(CCCC)CCCC (tetrabutylammonium fluoride). Run in O1CCCC1 (tetrahydrofuran), O1CCCC1 (tetrahydrofuran). Product: OC[C@H](CC)NC(=O)C=1N=C(SC1)N1CC(C1)SC=1[C@@H]([C@H]2N(C1C(=O)OCC1=CC=C(C=C1)[N+](=O)[O-])C([C@@H]2[C@@H](C)O)=O)C (p-nitrobenzyl (1R,5S,6S)-2-{1-[4-((1S)-1-hydroxymethyl-propylcarbamoyl)-1,3-thiazol-2-yl]azetidin-3-yl}thio-6-[(R)-1-hydroxyethyl]-1-methylcarbapen-2-em-3-carboxylate). Yield: 56.2%. As a reaction SMILES: [Si]([O:8][CH2:9][C@@H:10]([NH:13][C:14]([C:16]1[N:17]=[C:18]([N:21]2[CH2:24][CH:23]([S:25][C:26]3[C@H:27]([CH3:50])[C@@H:28]4[C@@H:45]([C@H:46]([OH:48])[CH3:47])[C:44](=[O:49])[N:29]4[C:30]=3[C:31]([O:33][CH2:34][C:35]3[CH:40]=[CH:39][C:38]([N+:41]([O-:43])=[O:42])=[CH:37][CH:36]=3)=[O:32])[CH2:22]2)[S:19][CH:20]=1)=[O:15])[CH2:11][CH3:12])(C(C)(C)C)(C)C.C(O)(=O)C.[F-].C([N+](CCCC)(CCCC)CCCC)CCC>O1CCCC1>[OH:8][CH2:9][C@@H:10]([NH:13][C:14]([C:16]1[N:17]=[C:18]([N:21]2[CH2:24][CH:23]([S:25][C:26]3[C@H:27]([CH3:50])[C@@H:28]4[C@@H:45]([C@H:46]([OH:48])[CH3:47])[C:44](=[O:49])[N:29]4[C:30]=3[C:31]([O:33][CH2:34][C:35]3[CH:36]=[CH:37][C:38]([N+:41]([O-:43])=[O:42])=[CH:39][CH:40]=3)=[O:32])[CH2:22]2)[S:19][CH:20]=1)=[O:15])[CH2:11][CH3:12] |f:2.3|. Procedure details: To a solution of p-nitrobenzyl (1R,5S,6S)-2-(1-{4-[(1S)-1-(t-butyldimethylsilyloxymethyl)-propylcarbamoyl]-1,3-thiazol-2-yl}azetidin-3-yl)thio-6-[(R)-1-hydroxyethyl]-1-methylcarbapen-2-em-3-carboxylate (920 mg, 1.23 mmol) (obtained as described in Example 39(1)) in tetrahydrofuran (46 ml) were added acetic acid (208 μl, 3.63 mmol) and a solution of 1 M tetrabutylammonium fluoride in tetrahydrofuran (3.63 ml, 3.63 mmol) in an ice bath and the mixture was stirred for 2 days at room temperature. Af... Starting materials: C1CCOC1, COC(=O)c1cccc(CN2c3ccc(C(O)(C(F)(F)F)C(F)(F)F)cc3CC2C)c1, [Li+], [OH-]. As a reaction SMILES: [CH2:34]1[O:35][CH2:36][CH2:37][CH2:38]1.[CH3:1][O:2][C:3]([c:4]1[cH:5][c:6]([CH2:10][N:11]2[CH:12]([CH3:30])[CH2:13][c:14]3[cH:15][c:16]([C:20]([C:21]([F:22])([F:23])[F:24])([C:25]([F:26])([F:27])[F:28])[OH:29])[cH:17][cH:18][c:19]32)[cH:7][cH:8][cH:9]1)=[O:31].[Li+:33].[OH-:32]>>[O:2]=[C:3]([c:4]1[cH:5][c:6]([CH2:10][N:11]2[CH:12]([CH3:30])[CH2:13][c:14]3[cH:15][c:16]([C:20]([C:21]([F:22])([F:23])[F:24])([C:25]([F:26])([F:27])[F:28])[OH:29])[cH:17][cH:18][c:19]32)[cH:7][cH:8][cH:9]1)[OH:31]. Product: CC1Cc2cc(C(O)(C(F)(F)F)C(F)(F)F)ccc2N1Cc1cccc(C(=O)O)c1. Reactants: Cl.Cl.N1CC(CCC1)NC(=O)NC=1N=C2C(=NC1)N(C=C2)COCC[Si](C)(C)C (1-piperidin-3-yl-3-[5-(2-trimethylsilanyl-ethoxymethyl)-5H-pyrrolo[2,3-b]pyrazin-2-yl]-urea dihydrochloride), C(C)S(=O)(=O)Cl (ethanesulfonyl chloride). As a reaction SMILES: Cl.Cl.[NH:3]1[CH2:8][CH2:7][CH2:6][CH:5]([NH:9][C:10]([NH:12][C:13]2[N:14]=[C:15]3[CH:21]=[CH:20][N:19]([CH2:22][O:23][CH2:24][CH2:25][Si:26]([CH3:29])([CH3:28])[CH3:27])[C:16]3=[N:17][CH:18]=2)=[O:11])[CH2:4]1.[CH2:30]([S:32](Cl)(=[O:34])=[O:33])[CH3:31]>>[CH2:30]([S:32]([N:3]1[CH2:8][CH2:7][CH2:6][CH:5]([NH:9][C:10]([NH:12][C:13]2[N:14]=[C:15]3[CH:21]=[CH:20][N:19]([CH2:22][O:23][CH2:24][CH2:25][Si:26]([CH3:29])([CH3:28])[CH3:27])[C:16]3=[N:17][CH:18]=2)=[O:11])[CH2:4]1)(=[O:34])=[O:33])[CH3:31] |f:0.1.2|. The product is C(C)S(=O)(=O)N1CC(CCC1)NC(=O)NC=1N=C2C(=NC1)N(C=C2)COCC[Si](C)(C)C (1-[(1-Ethane sulfonyl)-piperidin-3-yl]-3-[5-(2-trimethylsilanyl-ethoxymethyl)-5H-pyrrolo[2,3-b]pyrazin-2-yl]-urea). Procedure details: 1-[(1-Ethane sulfonyl)-piperidin-3-yl]-3-[5-(2-trimethylsilanyl-ethoxymethyl)-5H-pyrrolo[2,3-b]pyrazin-2-yl]-urea was prepared in the same manner from 1-piperidin-3-yl-3-[5-(2-trimethylsilanyl-ethoxymethyl)-5H-pyrrolo[2,3-b]pyrazin-2-yl]-urea dihydrochloride and ethanesulfonyl chloride.